From a dataset of the Open Reaction Database (ORD), a public repository of structured organic reaction records. describe an organic reaction: reactants, conditions, products, and yield The reactants are CN1CCc2ccc(N)cc2C1, N=c1c2cnc(Cl)nc2[nH]c(=O)n1-c1c(Cl)cc(F)cc1Cl, N=c1c2cnc(Cl)nc2[nH]c(=O)n1-c1c(Cl)cccc1Cl. Product: CN1CCc2ccc(Nc3ncc4c(=N)n(-c5c(Cl)cc(F)cc5Cl)c(=O)[nH]c4n3)cc2C1. Reaction SMILES: [CH3:1][N:2]1[CH2:3][c:4]2[cH:5][c:6]([NH2:12])[cH:7][cH:8][c:9]2[CH2:10][CH2:11]1.[Cl:13][c:14]1[n:15][cH:16][c:17]2[c:18]([n:19]1)[nH:20][c:21](=[O:34])[n:22](-[c:25]1[c:26]([Cl:33])[cH:27][c:28]([F:32])[cH:29][c:30]1[Cl:31])[c:23]2=[NH:24].[Cl:35][c:36]1[n:37][c:38]2[nH:39][c:40](=[O:41])[n:42](-[c:43]3[c:44]([Cl:45])[cH:46][cH:47][cH:48][c:49]3[Cl:50])[c:51](=[NH:52])[c:53]2[cH:54][n:55]1>>[CH3:1][N:2]1[CH2:3][c:4]2[cH:5][c:6]([NH:12][c:14]3[n:15][cH:16][c:17]4[c:18]([n:19]3)[nH:20][c:21](=[O:34])[n:22](-[c:25]3[c:26]([Cl:33])[cH:27][c:28]([F:32])[cH:29][c:30]3[Cl:31])[c:23]4=[NH:24])[cH:7][cH:8][c:9]2[CH2:10][CH2:11]1. Starting materials: Nc1c(F)cccc1Cl, Cl, Cl, [Na+], O=[N+]([O-])[O-], O. The product is O=[N+]([O-])c1c(F)cccc1Cl. As a reaction SMILES: [Cl:2][c:3]1[c:4]([NH2:5])[c:6]([F:10])[cH:7][cH:8][cH:9]1.[ClH:11].[ClH:1].[Na+:12].[O-:13][N+:14]([O-:15])=[O:16].[OH2:17]>>[Cl:2][c:3]1[c:4]([N+:14]([O-:13])=[O:16])[c:6]([F:10])[cH:7][cH:8][cH:9]1. Yields the product CCCCCn1nc(-c2ccc(OC)cc2)c2cccc(C)c21. Reaction SMILES: [CH3:1][O:2][c:3]1[cH:4][cH:5][c:6](-[c:9]2[n:10][nH:11][c:12]3[c:13]([CH3:18])[cH:14][cH:15][cH:16][c:17]23)[cH:7][cH:8]1.[H-:19].[I:21][CH2:22][CH2:23][CH2:24][CH2:25][CH3:26].[Na+:20]>>[CH3:1][O:2][c:3]1[cH:4][cH:5][c:6](-[c:9]2[n:10][n:11]([CH2:22][CH2:23][CH2:24][CH2:25][CH3:26])[c:12]3[c:13]([CH3:18])[cH:14][cH:15][cH:16][c:17]23)[cH:7][cH:8]1. Reactants: COc1ccc(-c2n[nH]c3c(C)cccc23)cc1, [H-], CCCCCI, [Na+]. Starting materials: BrCc1ccsn1, CCO, Cl, NCCS, [Na]. Yields the product Cl, NCCSCc1ccsn1. RXN SMILES: [Br:7][CH2:8][c:9]1[n:10][s:11][cH:12][cH:13]1.[CH3:14][CH2:15][OH:16].[ClH:1].[NH2:2][CH2:3][CH2:4][SH:5].[Na:6]>>[ClH:1].[NH2:2][CH2:3][CH2:4][S:5][CH2:8][c:9]1[n:10][s:11][cH:12][cH:13]1. As a reaction SMILES: [CH3:1][O:2][C:3]1[CH:9]=[C:8]([O:10][CH3:11])[CH:7]=[C:6]([O:12][CH3:13])[C:4]=1[NH2:5].[C:14](Cl)(Cl)=[O:15]>C1(C)C=CC=CC=1.CCOCC>[CH3:13][O:12][C:6]1[CH:7]=[C:8]([O:10][CH3:11])[CH:9]=[C:3]([O:2][CH3:1])[C:4]=1[N:5]=[C:14]=[O:15]. Yields the product COC1=C(C(=CC(=C1)OC)OC)N=C=O (2,4,6-Trimethoxyphenyl isocyanate). Procedure details: A suspension of 2,4,6-trimethoxyaniline (71.1 g, 0.324 mol) in a 12.5% wt/wt solution (540 mL) of phosgene in toluene was heated on a steam bath with periodic swirling for 3 hours. Additional phosgene in toluene solution (2×270 mL) was added after 1 and 2 hours. The suspension was allowed to cool, placed under house vacuum, and stirred for 2.5 days. The mixture was rotoevaporated to a dark purple solid. The residue was dissolved in ether (450 mL), filtered, rotoevaporated, and dried in vacuo to ... Run at time 3 hour. The solvent is C1(=CC=CC=C1)C (toluene), C1(=CC=CC=C1)C (toluene), CCOCC (ether). The reactants are C(=O)(Cl)Cl (phosgene), COC1=C(N)C(=CC(=C1)OC)OC (2,4,6-trimethoxyaniline), wt/wt solution, C(=O)(Cl)Cl (phosgene). Starting materials: CN(C1=CC=C(CNC(NCCCC(=O)NO)=O)C=C1)C (4-[3-(4-Dimethylamino-benzyl)-ureido]-N-hydroxy-butyramide), NCC(O)C1=CC=CC=C1 (2-amino-1-phenyl-ethanol), C1(=CC=C(C=C1)S(=O)(=O)O)C.C(C1=CC=CC=C1)OC(CCN)=O (3-amino-propionic acid benzyl ester toluene-4-sulfonic acid), Cl.Cl.CN(C1=CC=C(CN)C=C1)C (4-dimethylaminobenzylamine dihydrochloride). The product is ONC(CCNC(=O)NCC(C1=CC=CC=C1)O)=O (N-hydroxy-3-[3-(2-hydroxy-2-phenyl-ethyl)-ureido]-propionamide). Reaction SMILES: CN(C)C1C=CC(CNC(=O)NC[CH2:12][CH2:13][C:14]([NH:16][OH:17])=[O:15])=CC=1.C1(C)C=CC(S(O)(=O)=O)=CC=1.C(O[C:41](=[O:45])CCN)C1C=CC=CC=1.Cl.Cl.C[N:49](C)C1C=CC(CN)=CC=1.[NH2:59][CH2:60][CH:61]([C:63]1[CH:68]=[CH:67][CH:66]=[CH:65][CH:64]=1)[OH:62]>>[OH:17][NH:16][C:14](=[O:15])[CH2:13][CH2:12][NH:49][C:41]([NH:59][CH2:60][CH:61]([OH:62])[C:63]1[CH:68]=[CH:67][CH:66]=[CH:65][CH:64]=1)=[O:45] |f:1.2,3.4.5|. Procedure details: Compound 14 was prepared using the methodology described for the preparation of Compound 2, by substituting 4-amino-butyric acid benzyl ester toluene-4-sulfonic acid with 3-amino-propionic acid benzyl ester toluene-4-sulfonic acid and 4-dimethylaminobenzylamine dihydrochloride with 2-amino-1-phenyl-ethanol. 1H NMR (CD3OD) δ 7.40-7.22 (m, 5H), 4.69 (dd, J=7.8, 4.2 Hz, 1H), 3.41-3.34 (m, 3H), 3.22 (dd, J=13.8, 7.8 Hz, 1H), 2.25 (t, J=6.9 Hz, 2H). 13C NMR (CD3OD) δ 171.1, 161.3, 144.2, 129.5, 128.7... The reactants are I.C(CCC)N1C(SC(=C1)C(C)(C)C)=N (3-butyl-5-tert-butyl-1,3-thiazol-2(3H)-imine hydroiodide), C1(=CC=CC2=CC=CC=C12)N=C(CC)OCC (ethyl N-naphthalen-1-ylpropionimidate). Solvent: C(CCC)O (Butanol). Run at temperature 85 celsius, time 48 hour. Product: C(CCC)N1/C(/SC(=C1)C(C)(C)C)=N/C(CC)=NC1=CC=CC2=CC=CC=C12 (N-[(2Z)-3-butyl-5-tert-butyl-1,3-thiazol-2(3H)-ylidene]-N′-1-naphthylpropanimidamide). RXN SMILES: I.[CH2:2]([N:6]1[CH:10]=[C:9]([C:11]([CH3:14])([CH3:13])[CH3:12])[S:8][C:7]1=[NH:15])[CH2:3][CH2:4][CH3:5].[C:16]1([N:26]=[C:27](OCC)[CH2:28][CH3:29])[C:25]2[C:20](=[CH:21][CH:22]=[CH:23][CH:24]=2)[CH:19]=[CH:18][CH:17]=1>C(O)CCC>[CH2:2]([N:6]1[CH:10]=[C:9]([C:11]([CH3:14])([CH3:13])[CH3:12])[S:8]/[C:7]/1=[N:15]\[C:27](=[N:26][C:16]1[C:25]2[C:20](=[CH:21][CH:22]=[CH:23][CH:24]=2)[CH:19]=[CH:18][CH:17]=1)[CH2:28][CH3:29])[CH2:3][CH2:4][CH3:5] |f:0.1|. Procedure details: To a 20-ml scintillation vial containing a magnetic stir bar were added the free base of Example 6A and the liquid imidate from Example 73A. Butanol was added to form a yellow solution. The reaction was heated to 85° C. in a heated shaker block and stirred for 48 h. The volatiles were removed by rotary evaporator to give a brown oil. Product purified by flash chromatography (silica gel: 5-40% ethyl acetate in hexanes) to give the title compound as a colorless oil. 1H NMR (DMSO-d6) δ0.96 (t, J=7.... Starting materials: N (ammonia), FC1=C(N)C=C(C(=C1)F)OC(=O)OC (2,4-difluoro-5-methoxycarbonyloxyaniline). The solvent is C(C)O (ethanol), O (water). Run at time 3 hour. Yields the product FC1=C(N)C=C(C(=C1)F)O (2,4-difluoro-5-hydroxyaniline). Isolated yield 84.0%. Reaction SMILES: N.[F:2][C:3]1[CH:9]=[C:8]([F:10])[C:7]([O:11]C(OC)=O)=[CH:6][C:4]=1[NH2:5]>C(O)C.O>[F:2][C:3]1[CH:9]=[C:8]([F:10])[C:7]([OH:11])=[CH:6][C:4]=1[NH2:5]. Procedure: Concentrated aqueous ammonia (20 ml) was added to a solution of 2,4-difluoro-5-methoxycarbonyloxyaniline (2.0 g, 9.85 mmol) in ethanol (100 ml) and the mixture stirred at ambient temperature for 3 hours. The reaction mixture was diluted with water and most of the organic volatiles were removed by evaporation. The aqueous residue was neutralised to pH7 and extracted with ethyl acetate. The extracts were washed with water, dried (MgSO4) and the solvent removed by evaporation to give 2,4-difluoro-5... The reactants are C(COCCO)O (diethylene glycol), [OH-].[K+] (KOH), CC(C(=O)C=1SC=CC1)(C)C (2.2-dimethyl-1-thiophenyl-1-propanone), O.NN (hydrazine monohydrate). Run in Cl (HCl), O (water). The product is CC(CC=1SC=CC1)(C)C (2-(2,2-dimethylpropyl)thiophene). Yield: 93.1%. As a reaction SMILES: C(O)COCCO.[OH-].[K+].[CH3:10][C:11]([CH3:20])([CH3:19])[C:12]([C:14]1[S:15][CH:16]=[CH:17][CH:18]=1)=O.O.NN>Cl.O>[CH3:10][C:11]([CH3:20])([CH3:19])[CH2:12][C:14]1[S:15][CH:16]=[CH:17][CH:18]=1 |f:1.2,4.5|. Reported procedure: To 45 mL of diethylene glycol was added 5.04 g (90 mmol) of KOH, and the mixture was stirred until solution was complete. To this was added 5.05 g (30 mmol) of 2.2-dimethyl-1-thiophenyl-1-propanone (Lancaster Chemical Co.), and 3.75 g of hydrazine monohydrate, and the reaction was stirred at reflux for 48 hours. The solution was cooled, diluted with 100 mL of 1N HCl and 100 mL of water, and extracted with pentane. The extract was dried over MgSO4, filtered and concentrated to give 4.31 g of the ... Reactants: ClC=1C=C(C=CC1)C(C(C(=O)OCC)CC1=CC=C(C=C1)C(C)(C)CC)O (ethyl (2RS,3RS)-3-(3-chlorophenyl)-3-hydroxy-2-[4-(tert-pentyl)benzyl]propionate), [OH-].[Na+] (sodium hydroxide), CO (methanol), O (water). The solvent is O1CCCC1 (tetrahydrofuran). Conditions: time 8 hour. Product: crude product, ClC=1C=C(C=CC1)C(C(C(=O)O)CC1=CC=C(C=C1)C(C)(C)CC)O ((2RS,3RS)-3-(3-chlorophenyl)-3-hydroxy-2-[4-(tert-pentyl)benzyl]propionic acid). Reaction SMILES: [Cl:1][C:2]1[CH:3]=[C:4]([CH:8]([OH:27])[CH:9]([CH2:15][C:16]2[CH:21]=[CH:20][C:19]([C:22]([CH2:25][CH3:26])([CH3:24])[CH3:23])=[CH:18][CH:17]=2)[C:10]([O:12]CC)=[O:11])[CH:5]=[CH:6][CH:7]=1.[OH-].[Na+].CO.O>O1CCCC1>[Cl:1][C:2]1[CH:3]=[C:4]([CH:8]([OH:27])[CH:9]([CH2:15][C:16]2[CH:17]=[CH:18][C:19]([C:22]([CH2:25][CH3:26])([CH3:23])[CH3:24])=[CH:20][CH:21]=2)[C:10]([OH:12])=[O:11])[CH:5]=[CH:6][CH:7]=1 |f:1.2|. Procedure details: A mixture of ethyl (2RS,3RS)-3-(3-chlorophenyl)-3-hydroxy-2-[4-(tert-pentyl)benzyl]propionate (6.650 g, 17.10 mmol), sodium hydroxide (1.37 g, 34.2 mmol), methanol (20 ml), water (20 ml) and tetrahydrofuran (20 ml) was stirred overnight at room temperature. The reaction solution was concentrated, diluted with water, acidified with hydrochloric acid, and extracted twice with ethyl acetate. The recovered organic layer was dried over anhydrous sodium sulfate and the solvent was evaporated under red...